Dataset: the Open Reaction Database (ORD), a public repository of structured organic reaction records. Task: describe an organic reaction: reactants, conditions, products, and yield The reactants are C1CCOC1, CCOC(C)=O, OCc1cc(Oc2ccc3nc(NCC4CCCCC4)sc3c2)ccn1, ClCCl. Product: O=Cc1cc(Oc2ccc3nc(NCC4CCCCC4)sc3c2)ccn1. As a reaction SMILES: [CH2:27]1[O:28][CH2:29][CH2:30][CH2:31]1.[CH3:35][CH2:36][O:37][C:38](=[O:39])[CH3:40].[CH:1]1([CH2:7][NH:8][c:9]2[s:10][c:11]3[c:12]([n:13]2)[cH:14][cH:15][c:16]([O:18][c:19]2[cH:20][c:21]([CH2:25][OH:26])[n:22][cH:23][cH:24]2)[cH:17]3)[CH2:2][CH2:3][CH2:4][CH2:5][CH2:6]1.[Cl:32][CH2:33][Cl:34]>>[CH:1]1([CH2:7][NH:8][c:9]2[s:10][c:11]3[c:12]([n:13]2)[cH:14][cH:15][c:16]([O:18][c:19]2[cH:20][c:21]([CH:25]=[O:26])[n:22][cH:23][cH:24]2)[cH:17]3)[CH2:2][CH2:3][CH2:4][CH2:5][CH2:6]1. Reactants: N1CCCCC1 (Piperidine), BrC(C(=O)Br)C (2-bromopropionyl bromide). Run in C1(=CC=CC=C1)C (toluene). Conditions: temperature -10 celsius, time 3 hour. Product: BrC(C(=O)N1CCCCC1)C (N-(2-Bromopropionyl)piperidine). As a reaction SMILES: [NH:1]1[CH2:6][CH2:5][CH2:4][CH2:3][CH2:2]1.[Br:7][CH:8]([CH3:12])[C:9](Br)=[O:10]>C1(C)C=CC=CC=1>[Br:7][CH:8]([CH3:12])[C:9]([N:1]1[CH2:6][CH2:5][CH2:4][CH2:3][CH2:2]1)=[O:10]. Procedure: Piperidine (73.3 grams; 0.91 moles) is dissolved in 400 cc of toluene and the solution is cooled to -10° C. There is added dropwise, (45.3 cc; 0.45 moles) of 2-bromopropionyl bromide while the temperature is not allowed to exceed -5° C. over a period of three hours. The mixture is stirred again for four hours, while the temperature is allowed to rise, then the mixture is filtered and the filtrate is evaporated under reduced pressure. The product boils at 102° C. (0.3 mm); IR (neat) νmax: 2940, 2... Reactants: CC1C(CCC1)O (2-Methylcyclopentanol), C1(=CC=C(C=C1)S(=O)(=O)Cl)C (p-toluenesulfonyl chloride), N1=CC=CC=C1 (pyridine). Run in O (water). Run at time 10 hour. The product is C1(=CC=C(C=C1)S(=O)(=O)OC1C(CCC1)C)C (2-methylcyclopentyl p-toluenesulfonate). Reaction SMILES: [CH3:1][CH:2]1[CH2:6][CH2:5][CH2:4][CH:3]1[OH:7].[C:8]1([CH3:18])[CH:13]=[CH:12][C:11]([S:14](Cl)(=[O:16])=[O:15])=[CH:10][CH:9]=1.N1C=CC=CC=1>O>[C:8]1([CH3:18])[CH:13]=[CH:12][C:11]([S:14]([O:7][CH:3]2[CH2:4][CH2:5][CH2:6][CH:2]2[CH3:1])(=[O:16])=[O:15])=[CH:10][CH:9]=1. Reported procedure: 2-Methylcyclopentanol (21.06 g, 0.210 mol) and p-toluenesulfonyl chloride (48.3 g, 0.252 mol) were charged into a 500 cc three-necked flask equipped with a stirrer, and then pyridine (170 ml) was added dropwise thereto under ice-cooling. The mixture was stirred for 10 hours while gradually elevating the temperature to room temperature. After completion of the reaction, cold water (500 ml) was added to the reaction mixture, and the mixture was extracted with ether (200 ml×3). The organic layers w...